This data is from the Open Reaction Database (ORD), a public repository of structured organic reaction records. The task is: describe an organic reaction: reactants, conditions, products, and yield The reactants are Cl.C(C1=CC=CC=C1)OC1=CC=C(OCCN2CCC(CC2)(CC2=CC=C(C=C2)C)O)C=C1 (1-[2-(4-Benzyloxyphenoxy)ethyl]-4-hydroxy4-(4-methylbenzyl) piperidine hydrochloride), Cl (HCl), C(C1=CC=CC=C1)OC1=CC=C(OCCBr)C=C1 (2-(4-benzyloxyphenoxy)ethyl bromide), Cl.CC1=CC=C(CC2(CCNCC2)O)C=C1 (4(4-methylbenzyl)4hydroxypiperidine hydrochloride), C([O-])([O-])=O.[K+].[K+] (potassium carbonate). Run in CO (methanol), CCOCC (ether), CO (methanol), C(C)#N (acetonitrile). Run at time 10 minute. The product is Cl.OC1=CC=C(OCCN2CCC(CC2)(CC2=CC=C(C=C2)C)O)C=C1 (1-[2-(4-Hydroxyphenoxy)ethyl]-4hydroxy-4-(4-methylbenzyl)piperidine hydrochloride). Yield: 75.0%. Reaction SMILES: [ClH:1].C([O:9][C:10]1[CH:33]=[CH:32][C:13]([O:14][CH2:15][CH2:16][N:17]2[CH2:22][CH2:21][C:20]([OH:31])([CH2:23][C:24]3[CH:29]=[CH:28][C:27]([CH3:30])=[CH:26][CH:25]=3)[CH2:19][CH2:18]2)=[CH:12][CH:11]=1)C1C=CC=CC=1.C(OC1C=CC(OCCBr)=CC=1)C1C=CC=CC=1.Cl.CC1C=CC(CC2(O)CCNCC2)=CC=1.C(=O)([O-])[O-].[K+].[K+].Cl>C(#N)C.CO.CCOCC>[ClH:1].[OH:9][C:10]1[CH:11]=[CH:12][C:13]([O:14][CH2:15][CH2:16][N:17]2[CH2:18][CH2:19][C:20]([OH:31])([CH2:23][C:24]3[CH:25]=[CH:26][C:27]([CH3:30])=[CH:28][CH:29]=3)[CH2:21][CH2:22]2)=[CH:32][CH:33]=1 |f:0.1,3.4,5.6.7,12.13|. Procedure details: 1-[2-(4-Benzyloxyphenoxy)ethyl]-4-hydroxy4-(4-methylbenzyl) piperidine hydrochloride. A mixture of 2-(4-benzyloxyphenoxy)ethyl bromide (368 mg, 1.2 mmol), 4(4-methylbenzyl)4hydroxypiperidine hydrochloride (290 mg, 1.2 mmol), potassium carbonate (414 mg, 3 mmol) in 30 mL of acetonitrile was allowed to reflux for 12 h. The inorganic salt was removed through a short column of silica gel and washed with ethyl acetate (3×25 mL). The combined filtrate was evaporated in vacuo to give a crude mixture, w... Reaction SMILES: [C:20]([Cl:21])([Cl:22])([Cl:23])[Cl:24].[O:42]1[CH2:43][CH2:44][CH2:45][CH2:46]1.[OH2:47].[c:1]1([P:2]([c:3]2[cH:4][cH:5][cH:6][cH:7][cH:8]2)[c:9]2[cH:10][cH:11][cH:12][cH:13][cH:14]2)[cH:15][cH:16][cH:17][cH:18][cH:19]1.[c:25]1([S:31](=[O:32])(=[O:33])[c:34]2[c:35]([CH2:40][OH:41])[cH:36][cH:37][cH:38][cH:39]2)[cH:26][cH:27][cH:28][cH:29][cH:30]1>>[CH2:20]([Cl:24])[c:35]1[c:34]([S:31]([c:25]2[cH:26][cH:27][cH:28][cH:29][cH:30]2)(=[O:32])=[O:33])[cH:39][cH:38][cH:37][cH:36]1. Yields the product O=S(=O)(c1ccccc1)c1ccccc1CCl. Starting materials: ClC(Cl)(Cl)Cl, C1CCOC1, O, c1ccc(P(c2ccccc2)c2ccccc2)cc1, O=S(=O)(c1ccccc1)c1ccccc1CO. The reactants are B, C1CCOC1, Cc1cc(C)c(-n2cnc3c(NC(=O)CCl)cc(C)nc32)c(C)c1, CSC. The product is Cc1cc(C)c(-n2cnc3c(NCCCl)cc(C)nc32)c(C)c1. As a reaction SMILES: [BH3:28].[CH2:29]1[O:30][CH2:31][CH2:32][CH2:33]1.[CH3:1][c:2]1[cH:3][c:4]([NH:20][C:21]([CH2:22][Cl:23])=[O:24])[c:5]2[c:6]([n:7]1)[n:8](-[c:11]1[c:12]([CH3:19])[cH:13][c:14]([CH3:18])[cH:15][c:16]1[CH3:17])[cH:9][n:10]2.[CH3:25][S:26][CH3:27]>>[CH3:1][c:2]1[cH:3][c:4]([NH:20][CH2:21][CH2:22][Cl:23])[c:5]2[c:6]([n:7]1)[n:8](-[c:11]1[c:12]([CH3:19])[cH:13][c:14]([CH3:18])[cH:15][c:16]1[CH3:17])[cH:9][n:10]2. Yield: 46.0%. Yields the product NC1=NNC(=N1)C=CC1=CC=C(C=C1)Cl (3-Amino-5-(4-chlorostyryl)-1H-1,2,4-triazole). Procedure: The synthesis method of Example 7-(2) was applied. The compound (9.66 g) obtained in (1) above, methanol (140 ml), metallic sodium (5.69 g) and aminoguanidine hydrochloride (27.3 g) were used as reagents to give 4.93 g of a pale-brown solid (yield 46%). As a reaction SMILES: [Cl:1][C:2]1[CH:13]=[CH:12][C:5]([CH:6]=[CH:7][C:8](OC)=O)=[CH:4][CH:3]=1.[Na].[C:15]([NH:18][NH2:19])([NH2:17])=[NH:16].Cl>CO>[NH2:17][C:15]1[N:16]=[C:8]([CH:7]=[CH:6][C:5]2[CH:12]=[CH:13][C:2]([Cl:1])=[CH:3][CH:4]=2)[NH:19][N:18]=1 |f:2.3,^1:13|. Starting materials: C(=N)(N)NN.Cl (aminoguanidine hydrochloride), compound, ClC1=CC=C(C=CC(=O)OC)C=C1 (Methyl 4-chlorocinnamate), [Na] (sodium). Run in CO (methanol). The reactants are CCOCCOc1ccc(OC2CCNCC2)cc1, O=C(CCl)NC1COc2nc([N+](=O)[O-])cn2C1. Product: CCOCCOc1ccc(OC2CCN(CC(=O)NC3COc4nc([N+](=O)[O-])cn4C3)CC2)cc1. As a reaction SMILES: [CH2:18]([CH3:19])[O:20][CH2:21][CH2:22][O:23][c:24]1[cH:25][cH:26][c:27]([O:28][CH:29]2[CH2:30][CH2:31][NH:32][CH2:33][CH2:34]2)[cH:35][cH:36]1.[Cl:1][CH2:2][C:3](=[O:4])[NH:5][CH:6]1[CH2:7][n:8]2[c:9]([n:12][c:13]([N+:15](=[O:16])[O-:17])[cH:14]2)[O:10][CH2:11]1>>[CH2:2]([C:3](=[O:4])[NH:5][CH:6]1[CH2:7][n:8]2[c:9]([n:12][c:13]([N+:15](=[O:16])[O-:17])[cH:14]2)[O:10][CH2:11]1)[N:32]1[CH2:31][CH2:30][CH:29]([O:28][c:27]2[cH:26][cH:25][c:24]([O:23][CH2:22][CH2:21][O:20][CH2:18][CH3:19])[cH:36][cH:35]2)[CH2:34][CH2:33]1. Starting materials: CN1CCOCC1 (NMM), CC=1C=C(C(=O)C2(CCNCC2)NC(C2=C(C(=CC=C2)OC)C)=O)C=C(C1)C (N-[4-(3,5-dimethyl-benzoyl)-piperidin-4-yl]-3-methoxy-2-methyl-benzamide), C(C)(=O)Cl (acetyl chloride). Conditions: time 2 day. Product: C(C)(=O)N1CCC(CC1)(C(C1=CC(=CC(=C1)C)C)=O)NC(C1=C(C(=CC=C1)OC)C)=O (N-[1-acetyl-4-(3,5-dimethyl-benzoyl)-piperidin-4-yl]-3-methoxy-2-methyl-benzamide). Reaction SMILES: CN1CC[O:5][CH2:4][CH2:3]1.[CH3:8][C:9]1[CH:10]=[C:11]([CH:32]=[C:33]([CH3:35])[CH:34]=1)[C:12]([C:14]1([NH:20][C:21](=[O:31])[C:22]2[CH:27]=[CH:26][CH:25]=[C:24]([O:28][CH3:29])[C:23]=2[CH3:30])[CH2:19][CH2:18][NH:17][CH2:16][CH2:15]1)=[O:13].C(Cl)(=O)C>>[C:4]([N:17]1[CH2:16][CH2:15][C:14]([NH:20][C:21](=[O:31])[C:22]2[CH:27]=[CH:26][CH:25]=[C:24]([O:28][CH3:29])[C:23]=2[CH3:30])([C:12](=[O:13])[C:11]2[CH:10]=[C:9]([CH3:8])[CH:34]=[C:33]([CH3:35])[CH:32]=2)[CH2:19][CH2:18]1)(=[O:5])[CH3:3]. Procedure details: A 25 mL vial was charged with a magnetic stir bar and morpholinomethylpolystyrene (PS-NMM, ˜300 mg, 1.92 mmol/g, 0.6 mmol). A solution of N-[4-(3,5-dimethyl-benzoyl)-piperidin-4-yl]-3-methoxy-2-methyl-benzamide (76 mg, 0.2 mmol in 2 mL CH2Cl2) was added, followed by acetyl chloride (16 μL, 0.22 mmol). The mixture was stirred for 2 days, filtered, and fractionated on a 2 g silica gel cartridge, eluting with a 0-100% ethyl acetate in hexanes gradient to provide N-[1-acetyl-4-(3,5-dimethyl-benzoyl)... Reactants: NC=1C(=C(C(=O)OC)C=CC1Cl)NCCCO (methyl 3-amino-4-chloro-2-[(3-hydroxypropyl)amino]benzoate), N(=C=S)C=1C(=NC(=CC1)OC)C(F)(F)F (3-isothiocyanato-6-methoxy-2-(trifluoromethyl)pyridine). Run in O1CCCC1 (tetrahydrofuran). The product is ClC1=C(C(=C(C(=O)OC)C=C1)NCCCO)NC(NC=1C(=NC(=CC1)OC)C(F)(F)F)=S (Methyl 4-chloro-2-[(3-hydroxypropyl)amino]-3-({[6-methoxy-2-(trifluoromethyl)pyridin-3-yl]carbamothioyl}amino)benzoate). The yield is 96.9%. As a reaction SMILES: [NH2:1][C:2]1[C:3]([NH:13][CH2:14][CH2:15][CH2:16][OH:17])=[C:4]([CH:9]=[CH:10][C:11]=1[Cl:12])[C:5]([O:7][CH3:8])=[O:6].[N:18]([C:21]1[C:22]([C:29]([F:32])([F:31])[F:30])=[N:23][C:24]([O:27][CH3:28])=[CH:25][CH:26]=1)=[C:19]=[S:20]>O1CCCC1>[Cl:12][C:11]1[CH:10]=[CH:9][C:4]([C:5]([O:7][CH3:8])=[O:6])=[C:3]([NH:13][CH2:14][CH2:15][CH2:16][OH:17])[C:2]=1[NH:1][C:19](=[S:20])[NH:18][C:21]1[C:22]([C:29]([F:32])([F:30])[F:31])=[N:23][C:24]([O:27][CH3:28])=[CH:25][CH:26]=1. Procedure details: A solution of methyl 3-amino-4-chloro-2-[(3-hydroxypropyl)amino]benzoate (1.00 g, 3.87 mmol) and 3-isothiocyanato-6-methoxy-2-(trifluoromethyl)pyridine (1.81 g, 7.73 mmol) in tetrahydrofuran (10 mL) was stirred at room temperature for 3 days. The reaction mixture was concentrated in vacuo. The residue was purified by flash chromatography on silica gel eluting with a 30-100% ethyl acetate/n-hexane gradient mixture to give the title compound (1.85 g, 3.75 mmol, 97%) as a pale red amorphous. RXN SMILES: [CH2:1]([N:3]([C:31](=O)[C:32]1[CH:37]=[CH:36][C:35]([OH:38])=[CH:34][CH:33]=1)[C:4]1[CH:9]=[C:8]([O:10][CH3:11])[C:7]([O:12][CH3:13])=[CH:6][C:5]=1[CH:14]1[CH2:23][CH2:22][C:21]2[CH:20]=[C:19]([O:24]C(=O)C(C)(C)C)[CH:18]=[CH:17][C:16]=2[CH2:15]1)[CH3:2].Cl[CH2:41][C:42]([N:44]([CH2:46][CH2:47][O:48][CH3:49])[CH3:45])=O>>[CH2:1]([N:3]([CH2:31][C:32]1[CH:33]=[CH:34][C:35]([O:38][CH2:41][CH2:42][N:44]([CH2:46][CH2:47][O:48][CH3:49])[CH3:45])=[CH:36][CH:37]=1)[C:4]1[CH:9]=[C:8]([O:10][CH3:11])[C:7]([O:12][CH3:13])=[CH:6][C:5]=1[CH:14]1[CH2:23][CH2:22][C:21]2[CH:20]=[C:19]([OH:24])[CH:18]=[CH:17][C:16]=2[CH2:15]1)[CH3:2]. Reactants: C(C)N(C1=C(C=C(C(=C1)OC)OC)C1CC=2C=CC(=CC2CC1)OC(C(C)(C)C)=O)C(C1=CC=C(C=C1)O)=O (pivalic acid 6-{2-[ethyl(4-hydroxybenzoyl)amino]-4,5-dimethoxyphenyl}-5,6,7,8-tetrahydronaphthalen-2-yl ester), ClCC(=O)N(C)CCOC (2-chloro-N-(2-methoxyethyl)-N-methylacetamide). Yields the product C(C)N(C1=C(C=C(C(=C1)OC)OC)C1CC=2C=CC(=CC2CC1)O)CC1=CC=C(C=C1)OCCN(C)CCOC (6-{2-{Ethyl{4-{2-[(2-methoxyethyl)methylamino]ethoxy}benzyl}amino}-4,5-dimethoxyphenyl}-5,6,7,8-tetrahydronaphthalen-2-ol). Procedure: Synthesized from pivalic acid 6-{2-[ethyl(4-hydroxybenzoyl)amino]-4,5-dimethoxyphenyl}-5,6,7,8-tetrahydronaphthalen-2-yl ester (19 mg) and 2-chloro-N-(2-methoxyethyl)-N-methylacetamide (12 mg) according to an analogous synthetic method to Example 404 and purified by LC-MS, the title compound (2.1 mg) was obtained. Isolated yield 10.7%. As a reaction SMILES: [Br:1][C:2]1[CH:7]=[CH:6][C:5]([NH2:8])=[CH:4][C:3]=1[O:9][C:10]([F:13])([F:12])[F:11].C1N=CN([C:19](N2C=NC=C2)=[O:20])C=1.[C:26]([O:30][C:31]([N:33]1[CH2:38][CH2:37][CH:36]([N:39]2[CH2:44][CH2:43][NH:42][CH2:41][CH2:40]2)[CH2:35][CH2:34]1)=[O:32])([CH3:29])([CH3:28])[CH3:27]>C(Cl)Cl>[C:26]([O:30][C:31]([N:33]1[CH2:38][CH2:37][CH:36]([N:39]2[CH2:44][CH2:43][N:42]([C:19](=[O:20])[NH:8][C:5]3[CH:6]=[CH:7][C:2]([Br:1])=[C:3]([O:9][C:10]([F:12])([F:11])[F:13])[CH:4]=3)[CH2:41][CH2:40]2)[CH2:35][CH2:34]1)=[O:32])([CH3:29])([CH3:27])[CH3:28]. Isolated yield 70.4%. Starting materials: BrC1=C(C=C(C=C1)N)OC(F)(F)F (4-bromo-3-trifluoromethoxy-phenylamine), C1=CN(C=N1)C(=O)N2C=CN=C2 (N,N-carbonyldiimidazole), C(C)(C)(C)OC(=O)N1CCC(CC1)N1CCNCC1 (4-piperazin-1-yl-piperidine-1-carboxylic acid tert-butyl ester). Procedure details: To a solution of 4-bromo-3-trifluoromethoxy-phenylamine (500 mg, 2 mmol) in DCM (5 mL) was added N,N-carbonyldiimidazole (348 mg, 2.15 mmol). The reaction mixture was stirred at RT overnight and then 4-piperazin-1-yl-piperidine-1-carboxylic acid tert-butyl ester (579 mg, 2.15 mmol, Preparation 12) was added and the reaction mixture was stirred at RT for 15 min, and concentrated by rotary evaporation and purified by silica gel chromatography (80 g silica, 0-10% MeOH/DCM) to provide the title inte... The product is C(C)(C)(C)OC(=O)N1CCC(CC1)N1CCN(CC1)C(NC1=CC(=C(C=C1)Br)OC(F)(F)F)=O (4-[4-(4-Bromo-3-trifluoromethoxy-phenylcarbamoyl)-piperazin-1-yl]-piperidine-1-carboxylic acid tert-butyl ester). Run at time 8 hour. The solvent is C(Cl)Cl (DCM).